Dataset: the Open Reaction Database (ORD), a public repository of structured organic reaction records. Task: describe an organic reaction: reactants, conditions, products, and yield The reactants are CN(C)NC(=O)c1cc2nccc(Cl)c2s1, ClCCl, O=[N+]([O-])c1ccc(O)c(F)c1, [K+], [K+], O=C([O-])[O-]. The product is CN(C)NC(=O)c1cc2nccc(Oc3ccc([N+](=O)[O-])cc3F)c2s1. RXN SMILES: [Cl:1][c:2]1[c:3]2[c:4]([n:5][cH:6][cH:7]1)[cH:8][c:9]([C:11](=[O:12])[NH:13][N:14]([CH3:15])[CH3:16])[s:10]2.[Cl:34][CH2:35][Cl:36].[F:17][c:18]1[c:19]([OH:27])[cH:20][cH:21][c:22]([N+:24](=[O:25])[O-:26])[cH:23]1.[K+:28].[K+:29].[O-:30][C:31]([O-:32])=[O:33]>>[c:2]1([O:27][c:19]2[c:18]([F:17])[cH:23][c:22]([N+:24](=[O:25])[O-:26])[cH:21][cH:20]2)[c:3]2[c:4]([n:5][cH:6][cH:7]1)[cH:8][c:9]([C:11](=[O:12])[NH:13][N:14]([CH3:15])[CH3:16])[s:10]2. The reactants are C1CCOC1, CO, CCC(CO)N(CC(F)(F)F)c1ccc([N+](=O)[O-])cc1F, [H-], [Na+]. Product: CCC1COc2cc([N+](=O)[O-])ccc2N1CC(F)(F)F. Reaction SMILES: [CH2:26]1[O:27][CH2:28][CH2:29][CH2:30]1.[CH3:24][OH:25].[F:1][c:2]1[c:3]([N:4]([CH:5]([CH2:6][OH:7])[CH2:8][CH3:9])[CH2:10][C:11]([F:12])([F:13])[F:14])[cH:15][cH:16][c:17]([N+:19](=[O:20])[O-:21])[cH:18]1.[H-:22].[Na+:23]>>[c:2]12[c:3]([cH:15][cH:16][c:17]([N+:19](=[O:20])[O-:21])[cH:18]1)[N:4]([CH2:10][C:11]([F:12])([F:13])[F:14])[CH:5]([CH2:8][CH3:9])[CH2:6][O:7]2. Reactants: C1CCOC1, CI, Cc1cc(C=O)cc(I)c1O. The product is COc1c(C)cc(C=O)cc1I. RXN SMILES: [CH2:14]1[O:15][CH2:16][CH2:17][CH2:18]1.[I:12][CH3:13].[I:1][c:2]1[cH:3][c:4]([CH:5]=[O:6])[cH:7][c:8]([CH3:11])[c:9]1[OH:10]>>[I:1][c:2]1[cH:3][c:4]([CH:5]=[O:6])[cH:7][c:8]([CH3:11])[c:9]1[O:10][CH3:13]. Reactants: [I-].FC1=CC=2C=CC3=[N+](C2C=C1)C=C1N3C=3C=CC(=CC3C=C1)F (3,10-difluoroimidazo[1,2-a:3,4-a']diquinolin-15-ium iodide), N1CCCC1 (pyrrolidine). The solvent is CN1C(CCC1)=O (N-methyl-2-pyrrolidinone). Conditions: time 1 hour. Yields the product [I-].N1(CCCC1)C1=CC=2C=CC3=[N+](C2C=C1)C=C1N3C=3C=CC(=CC3C=C1)N1CCCC1 (3,10-Di-(1-pyrrolidinyl)imidazo[1,2-a:3,4-a']diquinolin-15-ium Iodide). Reaction SMILES: [I-:1].F[C:3]1[CH:12]=[CH:11][C:10]2[N+:9]3[CH:13]=[C:14]4[CH:23]=[CH:22][C:21]5[CH:20]=[C:19](F)[CH:18]=[CH:17][C:16]=5[N:15]4[C:8]=3[CH:7]=[CH:6][C:5]=2[CH:4]=1.[NH:25]1[CH2:29][CH2:28][CH2:27][CH2:26]1>CN1CCCC1=O>[I-:1].[N:25]1([C:3]2[CH:12]=[CH:11][C:10]3[N+:9]4[CH:13]=[C:14]5[CH:23]=[CH:22][C:21]6[CH:20]=[C:19]([N:25]7[CH2:29][CH2:28][CH2:27][CH2:26]7)[CH:18]=[CH:17][C:16]=6[N:15]5[C:8]=4[CH:7]=[CH:6][C:5]=3[CH:4]=2)[CH2:29][CH2:28][CH2:27][CH2:26]1 |f:0.1,4.5|. Procedure: A mixture of 4.41 g. of 3,10-difluoroimidazo[1,2-a:3,4-a']diquinolin-15-ium iodide, 9.0 ml. of pyrrolidine and 130 ml. of N-methyl-2-pyrrolidinone is stirred and heated at 130°-160° C. for 4.5 hours, then cooled. The resulting precipitate is collected, washed with methanol and stirred with 100 ml. of 2% aqueous triethylamine hydroiodide for 1 hour. The resulting precipitate of 3,10-di-(1-pyrrolidinyl)imidazo[1,2-a:3,4-a']diquinolin-15-ium iodide is collected by filtration, washed with water and ...